From a dataset of the Open Reaction Database (ORD), a public repository of structured organic reaction records. describe an organic reaction: reactants, conditions, products, and yield Reactants: Teflon, C(C)NC(NCC)=O.C(C)NC(NCC)=O.C1(=CC=CC=C1)C (toluene bis (diethylurea)), 2,4-toluene bis (diethylurea), CS(=O)(=O)O (methane sulfonic acid). The solvent is CC=1C=CC=CC1C (o-xylene), C=1(C(=CC=CC1)C)C (xylene). Reaction conditions: temperature 120 celsius, time 15 minute. The product is CC=1C(N=C=O)=CC(N=C=O)=CC1 (toluene diisocyanate). Isolated yield 98.0%. As a reaction SMILES: CS(O)(=O)=O.C(N[C:9](=[O:13])[NH:10][CH2:11][CH3:12])C.C(N[C:17](=[O:21])[NH:18][CH2:19][CH3:20])C.[C:22]1(C)[CH:27]=CC=C[CH:23]=1>CC1C=CC=CC=1C>[CH3:27][C:22]1[C:19](=[CH:20][C:11](=[CH:12][CH:23]=1)[N:10]=[C:9]=[O:13])[N:18]=[C:17]=[O:21] |f:1.2.3|. Reported procedure: A mixture of 12.7 g 2,4-toluene bis (diethylurea) in 248 g o-xylene was charged to a 500 ml fluted flask equipped with a bottom take-off, a mechanical stirrer using a 1.5 inch "Teflon" crescent-shaped paddle, a condenser, and a thermocouple to monitor reaction temperature. The mixture was heated to 120° C. and then 8.75 g methane sulfonic acid was added in one portion. The mixture was stirred for 15 min at 120° C. and then the phases were allowed to settle at 50° C. The bottom salt phase was dra...